Dataset: the Open Reaction Database (ORD), a public repository of structured organic reaction records. Task: describe an organic reaction: reactants, conditions, products, and yield Reactants: CC=1C=C(OC=2C=CC3=C(C=C(CCS3(=O)=O)C(=O)OC)C2)C=CC1OCCOCCC (methyl 7-[3-methyl-4-(2-propoxyethoxy)phenoxy]-1,1-dioxo-2,3-dihydro-1-benzothiepine-4-carboxylate), aqueous solution, C([O-])([O-])=O.[K+].[K+] (potassium carbonate), O (water), Cl (hydrochloric acid). Run in O1CCCC1 (tetrahydrofuran), CO (methanol). Reaction conditions: temperature 65 celsius. Yields the product CC=1C=C(OC=2C=CC3=C(C=C(CCS3(=O)=O)C(=O)O)C2)C=CC1OCCOCCC (7-[3-methyl-4-(2-propoxyethoxy)phenoxy]-1,1-dioxo-2,3-dihydro-1-benzothiepine-4-carboxylic acid). Isolated yield 82.3%. Reaction SMILES: [CH3:1][C:2]1[CH:3]=[C:4]([CH:23]=[CH:24][C:25]=1[O:26][CH2:27][CH2:28][O:29][CH2:30][CH2:31][CH3:32])[O:5][C:6]1[CH:7]=[CH:8][C:9]2[S:15](=[O:17])(=[O:16])[CH2:14][CH2:13][C:12]([C:18]([O:20]C)=[O:19])=[CH:11][C:10]=2[CH:22]=1.C(=O)([O-])[O-].[K+].[K+].O.Cl>O1CCCC1.CO>[CH3:1][C:2]1[CH:3]=[C:4]([CH:23]=[CH:24][C:25]=1[O:26][CH2:27][CH2:28][O:29][CH2:30][CH2:31][CH3:32])[O:5][C:6]1[CH:7]=[CH:8][C:9]2[S:15](=[O:16])(=[O:17])[CH2:14][CH2:13][C:12]([C:18]([OH:20])=[O:19])=[CH:11][C:10]=2[CH:22]=1 |f:1.2.3|. Procedure details: Into a mixed solution of methyl 7-[3-methyl-4-(2-propoxyethoxy)phenoxy]-1,1-dioxo-2,3-dihydro-1-benzothiepine-4-carboxylate (470 mg) in tetrahydrofuran (10 ml) and methanol (5 ml) was added a 1 N aqueous solution of potassium carbonate (2.9 ml), and the resulting mixture was heated at 65° C. for one day. After cooling, the reaction mixture was mixed with water, was acidified (pH=4) with 1N hydrochloric acid and was extracted with ethyl acetate. The organic layer was washed with an aqueous satura...